Dataset: the Open Reaction Database (ORD), a public repository of structured organic reaction records. Task: describe an organic reaction: reactants, conditions, products, and yield Reactants: C#Cc1ccc(CC(OC)C(=O)OCC)cc1, ClCCl, O=CO. Yields the product CCOC(=O)C(Cc1ccc(C(C)=O)cc1)OC. RXN SMILES: [CH2:1]([CH3:2])[O:3][C:4]([CH:5]([CH2:6][c:7]1[cH:8][cH:9][c:10]([C:13]#[CH:14])[cH:11][cH:12]1)[O:15][CH3:16])=[O:17].[CH2:21]([Cl:22])[Cl:23].[CH:18](=[O:19])[OH:20]>>[CH2:1]([CH3:2])[O:3][C:4]([CH:5]([CH2:6][c:7]1[cH:8][cH:9][c:10]([C:13]([CH3:14])=[O:19])[cH:11][cH:12]1)[O:15][CH3:16])=[O:17].